describe an organic reaction: reactants, conditions, products, and yield From a dataset of the Open Reaction Database (ORD), a public repository of structured organic reaction records. Reactants: COCCCCS(=O)(N)=O, OB(O)C1=CC=C(OC)C=C1. Reagents/catalysts: [F-].[Cs+], CC(=O)[O-].CC(=O)[O-].[Cu+2]. The solvent is ClCCCl, ClCCCl. Reaction conditions: temperature 60 celsius, time 18 hour. The product is COCCCCS(=O)(NC1=CC=C(OC)C=C1)=O, COCCCCS(=O)(N(C1=CC=C(OC)C=C1)C2=CC=C(C=C2)OC)=O. Isolated yield 16.7%. Reported procedure: Reactions were run in 8 x 30 mm glass vial inserts in 96 well-plate Para-dox Aluminum Reaction Blocks. The reaction components were dosed according to the design shown in Figure S2 and Figure S3. First, the catalysts (2 umol per vial) and solid bases (20 umol per vial) were added by dosing 50 uL each of a stock solution in 1,2-dichloroethane (40 mM for catalysts, 0.4 M for bases) via single-channel pipette. The 1,2-dichloroethane was then removed via centrifugal evaporation using a Genevac EZ-2 ... Starting materials: O=C([O-])[O-], CS(C)=O, COc1ccc(CN(c2nncs2)S(=O)(=O)c2cc(Cl)c(F)cc2F)c(OC)c1, [K+], [K+], Oc1ccc(C(F)(F)F)cc1-c1ccnnc1. Product: COc1ccc(CN(c2nncs2)S(=O)(=O)c2cc(Cl)c(Oc3ccc(C(F)(F)F)cc3-c3ccnnc3)cc2F)c(OC)c1. RXN SMILES: [C:30](=[O:31])([O-:32])[O-:33].[CH3:53][S:54]([CH3:55])=[O:56].[Cl:1][c:2]1[c:3]([F:29])[cH:4][c:5]([F:28])[c:6]([S:8](=[O:9])(=[O:10])[N:11]([c:12]2[s:13][cH:14][n:15][n:16]2)[CH2:17][c:18]2[c:19]([O:26][CH3:27])[cH:20][c:21]([O:24][CH3:25])[cH:22][cH:23]2)[cH:7]1.[K+:34].[K+:35].[n:36]1[n:37][cH:38][c:39](-[c:42]2[c:43]([OH:52])[cH:44][cH:45][c:46]([C:48]([F:49])([F:50])[F:51])[cH:47]2)[cH:40][cH:41]1>>[Cl:1][c:2]1[c:3]([O:52][c:43]2[c:42](-[c:39]3[cH:38][n:37][n:36][cH:41][cH:40]3)[cH:47][c:46]([C:48]([F:49])([F:50])[F:51])[cH:45][cH:44]2)[cH:4][c:5]([F:28])[c:6]([S:8](=[O:9])(=[O:10])[N:11]([c:12]2[s:13][cH:14][n:15][n:16]2)[CH2:17][c:18]2[c:19]([O:26][CH3:27])[cH:20][c:21]([O:24][CH3:25])[cH:22][cH:23]2)[cH:7]1. Reactants: CC(C)C(=O)Cl, CN(C)P(=O)(N(C)C)N(C)C, COC(=O)c1cc(C)sc1N, O. The product is COC(=O)c1cc(C)sc1NC(=O)C(C)C. RXN SMILES: [C:1]([CH:2]([CH3:3])[CH3:4])(=[O:5])[Cl:6].[CH3:19][N:20]([P:21]([N:22]([CH3:23])[CH3:24])([N:25]([CH3:26])[CH3:27])=[O:28])[CH3:29].[CH3:7][O:8][C:9](=[O:10])[c:11]1[c:12]([NH2:17])[s:13][c:14]([CH3:16])[cH:15]1.[OH2:18]>>[C:1]([CH:2]([CH3:3])[CH3:4])(=[O:5])[NH:17][c:12]1[c:11]([C:9]([O:8][CH3:7])=[O:10])[cH:15][c:14]([CH3:16])[s:13]1.